Dataset: the Open Reaction Database (ORD), a public repository of structured organic reaction records. Task: describe an organic reaction: reactants, conditions, products, and yield Starting materials: BrC1=CC=C(C=C1)/C(=C/CN(C)CC(=O)O)/I ((Z)-N-(1-(4-bromophenyl)-1-iodoprop-1-en-3-yl)sarcosine), ester, S1C=C(C=C1)B(O)O (3-thiopheneboronic acid), C(=O)([O-])[O-].[Na+].[Na+] (Na2CO3). The reagents and catalysts are C=1C=CC(=CC1)[P](C=2C=CC=CC2)(C=3C=CC=CC3)[Pd]([P](C=4C=CC=CC4)(C=5C=CC=CC5)C=6C=CC=CC6)([P](C=7C=CC=CC7)(C=8C=CC=CC8)C=9C=CC=CC9)[P](C=1C=CC=CC1)(C=1C=CC=CC1)C=1C=CC=CC1 (Pd(PPh3)4). Run in C(OC)COC (dimethoxyethane). Conditions: temperature 90 celsius, time 4.5 hour. The product is acetone hexanes, BrC1=CC=C(C=C1)/C(=C/CN(C)CC(=O)O)/C1=CSC=C1 ((Z)-N-(1-(4-bromophenyl)-1-(3-thienyl)prop-1-en-3-yl)sarcosine). Isolated yield 2.0%. As a reaction SMILES: [Br:1][C:2]1[CH:7]=[CH:6][C:5](/[C:8](/I)=[CH:9]/[CH2:10][N:11]([CH2:13][C:14]([OH:16])=[O:15])[CH3:12])=[CH:4][CH:3]=1.[S:18]1[CH:22]=[CH:21][C:20](B(O)O)=[CH:19]1.C([O-])([O-])=O.[Na+].[Na+]>C(COC)OC.C1C=CC([P]([Pd]([P](C2C=CC=CC=2)(C2C=CC=CC=2)C2C=CC=CC=2)([P](C2C=CC=CC=2)(C2C=CC=CC=2)C2C=CC=CC=2)[P](C2C=CC=CC=2)(C2C=CC=CC=2)C2C=CC=CC=2)(C2C=CC=CC=2)C2C=CC=CC=2)=CC=1>[Br:1][C:2]1[CH:7]=[CH:6][C:5](/[C:8](/[C:20]2[CH:21]=[CH:22][S:18][CH:19]=2)=[CH:9]/[CH2:10][N:11]([CH2:13][C:14]([OH:16])=[O:15])[CH3:12])=[CH:4][CH:3]=1 |f:2.3.4,^1:41,43,62,81|. Reported procedure: To a solution of (Z)-N-(1-(4-bromophenyl)-1-iodoprop-1-en-3-yl)sarcosine, tbutyl ester D (29.86 g, 64.06 mmol) in dimethoxyethane (300 mL) was added 3-thiopheneboronic acid (9.02 g, 70.47 mmol), Pd(PPh3)4 (3.70 g, 3.20 mmol), and 2M Na2CO3 (300 mL). The reaction was warmed to 90° C. with vigorous mechanical stirring for 4.5 hours. The mixture was cooled, and partitioned between EtOAc and water. The organic phase was washed with brine, dried (MgSO4), filtered, and concentrated. Column chromatogra... Reactants: [OH-].[Na+] (NaOH), BrBr (Br2), Br[O-] (hypobromite), O=S1(N(CCC1)C12CC3(CC(CC3C1)C2)C(C)=O)=O (1-[1-(1,1-di oxido isothiazolidin-2-yl)tricyclo[3.3.1.03,7]non-3-yl]ethanone), CC(=O)O (AcOH). Run in O1CCOCC1 (1,4 dioxane), O (H2O), O (water), O1CCOCC1 (1,4-dioxane). Run at time 5 minute. Yields the product O=S1(N(CCC1)C12CC3(CC(CC3C1)C2)C(=O)O)=O (1-(1,1-dioxido iso thiazolidin-2-yl)tricyclo[3.3.1.03,7]nonane-3-carboxylic acid). Yield: 89.3%. Reaction SMILES: [OH-].[Na+].BrBr.Br[O-].[O:7]=[S:8]1(=[O:25])[CH2:12][CH2:11][CH2:10][N:9]1[C:13]12[CH2:21][CH:17]3[CH2:18][CH:19]([CH2:20]1)[C:15]([C:22](=[O:24])C)([CH2:16]3)[CH2:14]2.CC(O)=[O:28]>O1CCOCC1.O>[O:7]=[S:8]1(=[O:25])[CH2:12][CH2:11][CH2:10][N:9]1[C:13]12[CH2:21][CH:17]3[CH2:18][CH:19]([CH2:20]1)[C:15]([C:22]([OH:28])=[O:24])([CH2:16]3)[CH2:14]2 |f:0.1|. Reported procedure: To a stirred mixture of NaOH (2.1 g, 53.0 mmol), H2O (14 mL), and 1,4 dioxane (4 mL) at ice bath temperature was added Br2 (1.0 mL, 19.8 mmol) and the mixture was stirred for 5 minutes. Thus formed hypobromite solution was added drop-wise to a stirred solution of the compound obtained in step I (1.0 g, 3.53 mmol) in 1,4-dioxane (7 mL) at 10° C. The temperature of the reaction was gradually brought to room temperature and the reaction was stirred for 1 h, then it was cooled to ice bath temperatur... Reactants: CCO, NN, COC(=O)CN1CCCC1=O. Product: NNC(=O)CN1CCCC1=O. Reaction SMILES: [CH3:14][CH2:15][OH:16].[NH2:12][NH2:13].[O:1]=[C:2]1[N:3]([CH2:7][C:8]([O:10][CH3:9])=[O:11])[CH2:4][CH2:5][CH2:6]1>>[O:1]=[C:2]1[N:3]([CH2:7][C:8](=[O:10])[NH:13][NH2:12])[CH2:4][CH2:5][CH2:6]1. The reactants are C[C@]12CC[C@@H]3C=4C=CC(=CC4CC[C@H]3[C@@H]1CCC2=O)O (Estrone), Cl (HCl), C=O (paraformaldehyde), CN(C)CN(C)C (N,N,N',N'-tetramethyldiaminomethane). Solvent: CCO (EtOH), C1=CC=CC=C1 (benzene). Run at temperature 80 celsius, time 20 hour. Yields the product CN(C)CC=1C(=CC=2CC[C@H]3[C@@H]4CCC([C@@]4(C)CC[C@@H]3C2C1)=O)O (2-Dimethylaminomethyl-3-hydroxyestra-1,3,5(10)-trien-17-one). Yield: 66.7%. RXN SMILES: [CH3:1][C@@:2]12[C:18](=[O:19])[CH2:17][CH2:16][C@H:15]1[C@H:14]1[C@@H:5]([C:6]3[CH:7]=[CH:8][C:9]([OH:20])=[CH:10][C:11]=3[CH2:12][CH2:13]1)[CH2:4][CH2:3]2.C=O.[CH3:23][N:24]([CH2:26]N(C)C)[CH3:25].Cl>CCO.C1C=CC=CC=1>[CH3:23][N:24]([CH2:26][C:8]1[C:9]([OH:20])=[CH:10][C:11]2[CH2:12][CH2:13][C@@H:14]3[C@@H:5]([C:6]=2[CH:7]=1)[CH2:4][CH2:3][C@@:2]1([CH3:1])[C@H:15]3[CH2:16][CH2:17][C:18]1=[O:19])[CH3:25]. Reported procedure: To a suspension of estrone (11, 5.40 g, 20 mmol) in EtOH (100 mL) and benzene (60 mL) were added paraformaldehyde (0.600 g, 20 mmol) and N,N,N',N'-tetramethyldiaminomethane (5.5 mL, 40 mmol), and stirred for 20 h at 80° C. After the reaction mixture was cooled to 0° C., 5 N HCl was added. The aqueous layer was washed with Et2O, and basified with aqueous NH4OH. The precipitate was collected by filtration and washed with H2O, and recrystallized from EtOH to afford 4.37 g of 72 (67% yield) mp: 172-... The reactants are CC(=O)N(c1ccc(Cl)cc1)C1CC(C)N(C(=O)c2ccc(CCC(=O)O)cc2)c2ccccc21, ClCCl, O=C(Cl)C(=O)Cl. Yields the product CC(=O)N(c1ccc(Cl)cc1)C1CC(C)N(C(=O)c2ccc(CCC(=O)Cl)cc2)c2ccccc21. As a reaction SMILES: [C:1]([CH3:2])(=[O:3])[N:4]([CH:5]1[CH2:6][CH:7]([CH3:28])[N:8]([C:15](=[O:16])[c:17]2[cH:18][cH:19][c:20]([CH2:23][CH2:24][C:25](=[O:26])[OH:27])[cH:21][cH:22]2)[c:9]2[cH:10][cH:11][cH:12][cH:13][c:14]21)[c:29]1[cH:30][cH:31][c:32]([Cl:35])[cH:33][cH:34]1.[CH2:42]([Cl:43])[Cl:44].[Cl:36][C:37]([C:38]([Cl:39])=[O:40])=[O:41]>>[C:1]([CH3:2])(=[O:3])[N:4]([CH:5]1[CH2:6][CH:7]([CH3:28])[N:8]([C:15](=[O:16])[c:17]2[cH:18][cH:19][c:20]([CH2:23][CH2:24][C:25](=[O:27])[Cl:36])[cH:21][cH:22]2)[c:9]2[cH:10][cH:11][cH:12][cH:13][c:14]21)[c:29]1[cH:30][cH:31][c:32]([Cl:35])[cH:33][cH:34]1.